From a dataset of the Open Reaction Database (ORD), a public repository of structured organic reaction records. describe an organic reaction: reactants, conditions, products, and yield Starting materials: O=C([O-])O, NN1CCOCC1, [Na+], C1COCCO1, O=C(O)C(O)(c1ccccc1)c1cccnc1. Yields the product O=C(NN1CCOCC1)C(O)(c1ccccc1)c1cccnc1. RXN SMILES: [C:25](=[O:26])([OH:27])[O-:28].[NH2:18][N:19]1[CH2:20][CH2:21][O:22][CH2:23][CH2:24]1.[Na+:29].[O:30]1[CH2:31][CH2:32][O:33][CH2:34][CH2:35]1.[OH:1][C:2]([C:3](=[O:4])[OH:5])([c:6]1[cH:7][n:8][cH:9][cH:10][cH:11]1)[c:12]1[cH:13][cH:14][cH:15][cH:16][cH:17]1>>[OH:1][C:2]([C:3](=[O:5])[NH:18][N:19]1[CH2:20][CH2:21][O:22][CH2:23][CH2:24]1)([c:6]1[cH:7][n:8][cH:9][cH:10][cH:11]1)[c:12]1[cH:13][cH:14][cH:15][cH:16][cH:17]1. Reactants: C1(=CC=CC=C1)C (toluene), C(C=C)N1C=NC(=C1C(=O)O)N1N=C(NC1=O)C(C1=C(C=C(C(=C1)OC)OC)F)NC1=CC(=C(C=C1)C#N)CNC(=O)OC(C)(C)C (3-allyl-5-(3-{[3-(t-butoxycarbonylaminomethyl)-4-cyanophenylamino]-(2-fluoro-4,5-dimethoxyphenyl)methyl}-5-oxo-4,5-dihydro-[1,2,4]triazol-1-yl)-3H-imidazole-4-carboxylic acid), FC(C(=O)O)(F)F (Trifluoroacetic acid), CN1C(=O)N(C(=O)CC1=O)C (1,3-dimethylbarbituric acid). The reagents and catalysts are C=1C=CC(=CC1)[P](C=2C=CC=CC2)(C=3C=CC=CC3)[Pd]([P](C=4C=CC=CC4)(C=5C=CC=CC5)C=6C=CC=CC6)([P](C=7C=CC=CC7)(C=8C=CC=CC8)C=9C=CC=CC9)[P](C=1C=CC=CC1)(C=1C=CC=CC1)C=1C=CC=CC1 (tetrakis(triphenylphosphine)palladium(0)). Run in ClCCl (dichloromethane). Reaction conditions: time 8 hour. The product is FC1=C(C=C(C(=C1)OC)OC)C(C1=NN(C(N1)=O)C1=C(NC=N1)C(=O)O)NC=1C=C2CNC(C2=CC1)=N (5-{3-[(2-Fluoro-4,5-dimethoxyphenyl)-(1-imino-2,3-dihydro-1H-isoindol-5-ylamino)methyl]-5-oxo-4,5-dihydro-[1,2,4]triazol-1-yl}-3H-imidazole-4-carboxylic Acid). Isolated yield 12.8%. RXN SMILES: C([N:4]1[C:8]([C:9]([OH:11])=[O:10])=[C:7]([N:12]2[C:16](=[O:17])[NH:15][C:14]([CH:18]([NH:30][C:31]3[CH:36]=[CH:35][C:34]([C:37]#[N:38])=[C:33]([CH2:39][NH:40]C(OC(C)(C)C)=O)[CH:32]=3)[C:19]3[CH:24]=[C:23]([O:25][CH3:26])[C:22]([O:27][CH3:28])=[CH:21][C:20]=3[F:29])=[N:13]2)[N:6]=[CH:5]1)C=C.CN1C(=O)CC(=O)N(C)C1=O.FC(F)(F)C(O)=O.C1(C)C=CC=CC=1>ClCCl.C1C=CC([P]([Pd]([P](C2C=CC=CC=2)(C2C=CC=CC=2)C2C=CC=CC=2)([P](C2C=CC=CC=2)(C2C=CC=CC=2)C2C=CC=CC=2)[P](C2C=CC=CC=2)(C2C=CC=CC=2)C2C=CC=CC=2)(C2C=CC=CC=2)C2C=CC=CC=2)=CC=1>[F:29][C:20]1[CH:21]=[C:22]([O:27][CH3:28])[C:23]([O:25][CH3:26])=[CH:24][C:19]=1[CH:18]([NH:30][C:31]1[CH:32]=[C:33]2[C:34](=[CH:35][CH:36]=1)[C:37](=[NH:38])[NH:40][CH2:39]2)[C:14]1[NH:15][C:16](=[O:17])[N:12]([C:7]2[N:6]=[CH:5][NH:4][C:8]=2[C:9]([OH:11])=[O:10])[N:13]=1 |^1:79,81,100,119|. Reported procedure: To a mixture of 3-allyl-5-(3-{[3-(t-butoxycarbonylaminomethyl)-4-cyanophenylamino]-(2-fluoro-4,5-dimethoxyphenyl)methyl}-5-oxo-4,5-dihydro-[1,2,4]triazol-1-yl)-3H-imidazole-4-carboxylic acid (2.5 mg) in dichloromethane (2 mL) there were added tetrakis(triphenylphosphine)palladium(0)(0.5 mg) and 1,3-dimethylbarbituric acid (1.5 mg) under a nitrogen atmosphere, and the mixture was stirred overnight at room temperature. Trifluoroacetic acid (0.4 mL) was added, the mixture was stirred at room temper... The reactants are Intermediate 20, BrC=1C=C(C=CC1C)S(=O)(=O)N(C)CCN(C)C (3-bromo-N-(2-dimethylamino-ethyl)-4,N-dimethyl-benzenesulfonamide), BrC=1C=C(C=CC1C)S(=O)(=O)N(C)CCN(C)C (3-bromo-N-(2-dimethylamino-ethyl)-4,N-dimethyl-benzenesulfonamide), C(C)(C)(C)OC(COC1=C(C=C(C=C1)Cl)C#C)=O (tert-butyl(4-chloro-2-ethynylphenoxy)acetate), C(C)(C)(C)OC(COC1=C(C=C(C=C1)Cl)C#C)=O (tert-butyl(4-chloro-2-ethynylphenoxy)acetate). Product: C(C)(C)(C)OC(COC1=C(C=C(C=C1)Cl)C#CC1=C(C=CC(=C1)S(=O)(=O)N(C)CCN(C)C)C)=O (tert-butyl{4-chloro-2-[(5-{[[2-(dimethylamino)ethyl](methyl)amino]sulfonyl}-2-methylphenyl)ethynyl]phenoxy}acetate). Reaction SMILES: [C:1]([O:5][C:6](=[O:18])[CH2:7][O:8][C:9]1[CH:14]=[CH:13][C:12]([Cl:15])=[CH:11][C:10]=1[C:16]#[CH:17])([CH3:4])([CH3:3])[CH3:2].Br[C:20]1[CH:21]=[C:22]([S:27]([N:30]([CH2:32][CH2:33][N:34]([CH3:36])[CH3:35])[CH3:31])(=[O:29])=[O:28])[CH:23]=[CH:24][C:25]=1[CH3:26]>>[C:1]([O:5][C:6](=[O:18])[CH2:7][O:8][C:9]1[CH:14]=[CH:13][C:12]([Cl:15])=[CH:11][C:10]=1[C:16]#[C:17][C:20]1[CH:21]=[C:22]([S:27]([N:30]([CH2:32][CH2:33][N:34]([CH3:36])[CH3:35])[CH3:31])(=[O:29])=[O:28])[CH:23]=[CH:24][C:25]=1[CH3:26])([CH3:4])([CH3:3])[CH3:2]. Procedure details: Following the general method as outlined in Intermediate 20, starting from (4-chloro-2-ethynyl-phenoxy)-acetic acid tert-butyl ester (Intermediate 3) and 3-bromo-N-(2-dimethylamino-ethyl)-4,N-dimethyl-benzenesulfonamide (Intermediate 154), the title compound was obtained as a yellow sticky solid after purification by flash column chromatography (silica), eluting with cyclohexane containing increasing amounts of EtOAc. Reactants: CCBr, CN(C)C(c1ccc(Br)cc1)N(C)C, I, [Mg], C1CCOC1. Product: [Br-], CN(C)C(c1ccc([Mg+])cc1)N(C)C. RXN SMILES: [Br:17][CH2:18][CH3:19].[Br:3][c:4]1[cH:5][cH:6][c:7]([CH:10]([N:11]([CH3:12])[CH3:13])[N:14]([CH3:15])[CH3:16])[cH:8][cH:9]1.[I:2].[Mg:1].[O:20]1[CH2:21][CH2:22][CH2:23][CH2:24]1>>[Br-:3].[Mg+:1][c:4]1[cH:5][cH:6][c:7]([CH:10]([N:11]([CH3:12])[CH3:13])[N:14]([CH3:15])[CH3:16])[cH:8][cH:9]1. The reactants are CC=1C=C(C(=C2C=CN(C12)S(=O)(=O)C1=CC=C(C)C=C1)COC1OCCCC1)C(CO)O ((±)-1-(7-methyl-4-(((tetrahydro-2H-pyran-2-yl)oxy)methyl)-1-tosyl-1H-indol-5-yl)ethane-1,2-diol), O (H2O), NaIO4. Solvent: CCOC(=O)C (EtOAc), C1CCOC1 (THF). Reaction conditions: temperature 0 celsius, time 1.25 hour. Product: CC=1C=C(C(=C2C=CN(C12)S(=O)(=O)C1=CC=C(C)C=C1)COC1OCCCC1)C=O ((±)-7-Methyl-4-(((tetrahydro-2H-pyran-2-yl)oxy)methyl)-1-tosyl-1H-indole-5-carbaldehyde). RXN SMILES: [CH3:1][C:2]1[CH:3]=[C:4]([CH:29]([OH:32])CO)[C:5]([CH2:21][O:22][CH:23]2[CH2:28][CH2:27][CH2:26][CH2:25][O:24]2)=[C:6]2[C:10]=1[N:9]([S:11]([C:14]1[CH:20]=[CH:19][C:17]([CH3:18])=[CH:16][CH:15]=1)(=[O:13])=[O:12])[CH:8]=[CH:7]2.O>C1COCC1.CCOC(C)=O>[CH3:1][C:2]1[CH:3]=[C:4]([CH:29]=[O:32])[C:5]([CH2:21][O:22][CH:23]2[CH2:28][CH2:27][CH2:26][CH2:25][O:24]2)=[C:6]2[C:10]=1[N:9]([S:11]([C:14]1[CH:15]=[CH:16][C:17]([CH3:18])=[CH:19][CH:20]=1)(=[O:13])=[O:12])[CH:8]=[CH:7]2. Procedure: To a suspension of (±)-1-(7-methyl-4-(((tetrahydro-2H-pyran-2-yl)oxy)methyl)-1-tosyl-1H-indol-5-yl)ethane-1,2-diol (238 mg, 0.52 mmol) in THF (5 mL)/H2O (1 mL) was added NaIO4 (443 mg, 2.1 mmol) at 0° C., and then the mixture was stirred at 0° C. for 1.25 h. The reaction mixture was diluted with EtOAc. The bi-layer was partitioned. The organic phase was washed with half satd. Na2S2O3, H2O and brine, dried over Na2SO4, and then filtered. Concentration of the filtrate gave the title compound with ... Reactants: O=C(O)Cc1ccc2c(c1)OCO2, Cc1ccc(N)c(C)c1. Reagents/catalysts: C1CCC(CC1)N=C=NC2CCCCC2 (DCC), CCN(CC)CC (TEA), C1(=C(C(=C(C(=C1F)F)F)F)F)O (Pentafluorophenol). Run in CN(C)C=O (DMF), CN(C)C=O (DMF), CN(C)C=O (DMF), CN(C)C=O (DMF), CN(C)C=O (DMF), CN(C)C=O (DMF). Conditions: temperature 25 celsius, time 2 hour. The product is Cc1ccc(NC(=O)Cc2ccc3c(c2)OCO3)c(C)c1. Yield: 74.8%. Reaction SMILES: Cc1ccc(N)c(C)c1.O=C(O)Cc1ccc2c(c1)OCO2.C1CCC(CC1)N=C=NC2CCCCC2.C1(=C(C(=C(C(=C1F)F)F)F)F)O.CCN(CC)CC.CN(C)C=O>>Cc1ccc(NC(=O)Cc2ccc3c(c2)OCO3)c(C)c1.